From a dataset of the Open Reaction Database (ORD), a public repository of structured organic reaction records. describe an organic reaction: reactants, conditions, products, and yield Reactants: ClC1=C2C(C(NC2=CC(=C1)Cl)=O)=O (4,6-dichloro-1H-indole-2,3-dione), C(C)(=O)O (acetic acid). The reagents and catalysts are [O-2].[O-2].[O-2].[Cr+6] (chromium trioxide), [O-2].[O-2].[O-2].[Cr+6] (chromium trioxide). The solvent is O (water), C(C)(=O)OC(C)=O (acetic anhydride). Product: ClC1=CC(=CC2=C1C(OC(N2)=O)=O)Cl (5,7-Dichloro-2H-3,1-benzoxazine-2,4(1H)-dione). Yield: 72.0%. As a reaction SMILES: [Cl:1][C:2]1[CH:10]=[C:9]([Cl:11])[CH:8]=[C:7]2[C:3]=1[C:4](=[O:13])[C:5](=[O:12])[NH:6]2.C(O)(=[O:16])C>C(OC(=O)C)(=O)C.O.[O-2].[O-2].[O-2].[Cr+6]>[Cl:1][C:2]1[C:3]2[C:4](=[O:13])[O:12][C:5](=[O:16])[NH:6][C:7]=2[CH:8]=[C:9]([Cl:11])[CH:10]=1 |f:4.5.6.7|. Procedure details: To a stirred solution of 4,6-dichloro-1H-indole-2,3-dione (5.00 g, 23.2 mM) in acetic acid (21 mL) and acetic anhydride (21 mL) at 80° C. was added in small portions chromium trioxide (4.12 g, 41.3 mM). The temperature of the reaction mixture was maintained between 80°-90° C. during the addition of the chromium trioxide. After the addition was complete, the reaction mixture was diluted with water (100 mL) and then filtered to separate the precipitated solids. The solids were washed thoroughly wi... Starting materials: CC(C)(C)C (2,2-Dimethylpropane), [Mg] (magnesium), BrCCC=C (4-bromo-1-butene), II (iodine). The solvent is O1CCCC1 (tetrahydrofuran), O1CCCC1 (tetrahydrofuran). Reaction conditions: time 20 minute. Product: CC(CCCC=C)(C)C (6,6-dimethyl- 1-heptene). RXN SMILES: [CH3:1][C:2]([CH3:5])([CH3:4])[CH3:3].[Mg].II.Br[CH2:10][CH2:11][CH:12]=[CH2:13]>O1CCCC1>[CH3:1][C:2]([CH3:5])([CH3:4])[CH2:3][CH2:13][CH2:12][CH:11]=[CH2:10]. Procedure: A solution of 2,2-Dimethylpropane (15.1 g, 0.10 mol) in dry tetrahydrofuran (80 ml) was added dropwise to a mixture of magnesium turnings (2.43 g, 0.10 mol) in dry tetrahydrofuran (20 ml) containing a single crystal of iodine, at such a rate so as to maintain the solvent at reflux. The resulting solution was allowed to cool to room temperature and decanted from the residual magnesium under nitrogen into a fresh flask. The solution was diluted with dry tetrahydrofuran (150 ml), cooled to -20° C. ... Reactants: O=[N+]([O-])c1cnc2cc(OCc3ccccc3)ccc2c1NCCOc1ccccc1, Cc1ccccc1. Product: Nc1cnc2cc(OCc3ccccc3)ccc2c1NCCOc1ccccc1. Reaction SMILES: [CH2:1]([c:2]1[cH:3][cH:4][cH:5][cH:6][cH:7]1)[O:8][c:9]1[cH:10][cH:11][c:12]2[c:13]([NH:22][CH2:23][CH2:24][O:25][c:26]3[cH:27][cH:28][cH:29][cH:30][cH:31]3)[c:14]([N+:19]([O-:20])=[O:21])[cH:15][n:16][c:17]2[cH:18]1.[CH3:32][c:33]1[cH:34][cH:35][cH:36][cH:37][cH:38]1>>[CH2:1]([c:2]1[cH:3][cH:4][cH:5][cH:6][cH:7]1)[O:8][c:9]1[cH:10][cH:11][c:12]2[c:13]([NH:22][CH2:23][CH2:24][O:25][c:26]3[cH:27][cH:28][cH:29][cH:30][cH:31]3)[c:14]([NH2:19])[cH:15][n:16][c:17]2[cH:18]1. The reactants are C(C)(C)OC1=C(C=NC2=CC=C(N=C12)C=C1C(N=C(S1)NC1C(C1)C1=CC=CC=C1)=O)C#N (4-isopropoxy-6-[4-oxo-2-(2-phenyl-cyclopropylamino)-4H-thiazol-5-ylidenemethyl]-[1,5]naphthyridine-3-carbonitrile), C(=O)(C)O[Na] (AcONa), O=C1N=C(SC1=CC=1N=C2C=C(C=NC2=CC1)C#N)NCC=1SC=CC1 (6-{4-oxo-2-[(thiophen-2-ylmethyl)-amino]-4H-thiazol-5-ylidenemethyl}-[1,5]naphthyridine-3-carbonitrile). Solvent: CC(=O)O (AcOH). Conditions: temperature 100 celsius. The product is O=C1N=C(SC1=CC=1N=C2C=C(C=NC2=CC1)C#N)NC1C(C1)C1=CC=CC=C1 (6-[4-oxo-2-(2-phenyl-cyclopropylamino)-4H-thiazol-5-ylidenemethyl]-[1,5]naphthyridine-3-carbonitrile). The yield is 21.5%. As a reaction SMILES: C(O[C:5]1[C:14]2[C:9](=[CH:10][CH:11]=[C:12]([CH:15]=[C:16]3[S:20][C:19]([NH:21][CH:22]4[CH2:24][CH:23]4[C:25]4[CH:30]=[CH:29][CH:28]=[CH:27][CH:26]=4)=[N:18][C:17]3=[O:31])[N:13]=2)[N:8]=[CH:7][C:6]=1[C:32]#[N:33])(C)C.C(O[Na])(C)=O.O=C1C(=CC2N=C3C(=CC=2)N=CC(C#N)=C3)SC(NCC2SC=CC=2)=N1>CC(O)=O>[O:31]=[C:17]1[C:16](=[CH:15][C:12]2[N:13]=[C:14]3[C:9](=[CH:10][CH:11]=2)[N:8]=[CH:7][C:6]([C:32]#[N:33])=[CH:5]3)[S:20][C:19]([NH:21][CH:22]2[CH2:24][CH:23]2[C:25]2[CH:30]=[CH:29][CH:28]=[CH:27][CH:26]=2)=[N:18]1. Procedure: To a mixture of 2-(trans)-phenylcyclopylamino-thiazol-4-one (38.0 mg, 0.16 mmol) (see Example 3), AcONa (160 mg, 1.95 mmol), and 6-formyl-[1,5]naphthyridine-3-carbonitrile (38.5 mg, 0.21 mmol) (see Example 11), in a sealed tube was added AcOH (0.3 mL). The reaction mixture was heated to 100° C. (oil bath) for 5 hrs. The reaction mixture was then cooled to r.t. and triturated with water. The solid was collected by filtration and washed with water acetone and ether to give 6-[4-oxo-2-(2-phenyl-cyc... The product is Cc1ccc(F)c(CC#N)c1. Starting materials: Cc1ccc(F)c(CBr)c1, C1COCCOCCOCCOCCO1, CC#N, N#C[Na]. RXN SMILES: [Br:1][CH2:2][c:3]1[c:4]([F:10])[cH:5][cH:6][c:7]([CH3:9])[cH:8]1.[CH2:14]1[O:15][CH2:16][CH2:17][O:18][CH2:19][CH2:20][O:21][CH2:22][CH2:23][O:24][CH2:25][CH2:26][O:27][CH2:28]1.[CH3:29][C:30]#[N:31].[Na:11][C:12]#[N:13]>>[CH2:2]([c:3]1[c:4]([F:10])[cH:5][cH:6][c:7]([CH3:9])[cH:8]1)[C:12]#[N:13]. Reactants: N1=CC=CC2=CC=C3C=CC=NC3=C12 (1,10-Phenanthroline), C(C1=CC=CC=C1)C1=CC(=C(C=C1)NC(C1=C(C=C(C=C1)C=O)F)=O)I (N-(4-benzyl-2-iodophenyl)-2-fluoro-4-formylbenzamide), cuprous iodide, C([O-])([O-])=O.[Cs+].[Cs+] (cesium carbonate). Solvent: O1CCOCC1 (Dioxane). Conditions: temperature 90 celsius. Yields the product C(C1=CC=CC=C1)C1=CC2=C(N=C(O2)C2=C(C=C(C=O)C=C2)F)C=C1 (4-(6-benzylbenzo[d]oxazol-2-yl)-3-fluorobenzaldehyde). Reaction SMILES: N1C2C(=CC=C3C=2N=CC=C3)C=CC=1.C(=O)([O-])[O-].[Cs+].[Cs+].[CH2:21]([C:28]1[CH:33]=[CH:32][C:31]([NH:34][C:35](=[O:45])[C:36]2[CH:41]=[CH:40][C:39]([CH:42]=[O:43])=[CH:38][C:37]=2[F:44])=[C:30](I)[CH:29]=1)[C:22]1[CH:27]=[CH:26][CH:25]=[CH:24][CH:23]=1>O1CCOCC1>[CH2:21]([C:28]1[CH:33]=[CH:32][C:31]2[N:34]=[C:35]([C:36]3[CH:41]=[CH:40][C:39]([CH:42]=[O:43])=[CH:38][C:37]=3[F:44])[O:45][C:30]=2[CH:29]=1)[C:22]1[CH:27]=[CH:26][CH:25]=[CH:24][CH:23]=1 |f:1.2.3|. Procedure: 1,10-Phenanthroline (0.016 g, 0.087 mmol), cuprous iodide (0.008 g, 0.044 mmol), cesium carbonate (0.21 g, 0.65 mmol), and N-(4-benzyl-2-iodophenyl)-2-fluoro-4-formylbenzamide (0.200 g, 0.44 mmol) were combined under argon. Dioxane (2 mL) was added and the reaction was sealed and heated to 90° C. for 24 h. The reaction was cooled and partitioned between EtOAc and water. The organics were washed with brine, dried over sodium sulfate, filtered, and concentrated. The residue was purified by ISCO, 4... The reactants are C1(=CC=CC=C1)P(C1=CC=CC=C1)C1=CC=CC=C1 (triphenylphosphine), BrN1C(CCC1=O)=O (N-bromosuccinimide), COC=1C=C(C=CC1OC)CCCO (3-(3,4-dimethoxyphenyl)-1-propanol). The solvent is C(Cl)Cl (methylene chloride). Conditions: time 15 hour. Product: BrCCCC1=CC(=C(C=C1)OC)OC (1-(3-bromopropyl)-3,4-dimethoxybenzene). The yield is 82.2%. RXN SMILES: [CH3:1][O:2][C:3]1[CH:4]=[C:5]([CH2:11][CH2:12][CH2:13]O)[CH:6]=[CH:7][C:8]=1[O:9][CH3:10].C1(P(C2C=CC=CC=2)C2C=CC=CC=2)C=CC=CC=1.[Br:34]N1C(=O)CCC1=O>C(Cl)Cl>[Br:34][CH2:13][CH2:12][CH2:11][C:5]1[CH:6]=[CH:7][C:8]([O:9][CH3:10])=[C:3]([O:2][CH3:1])[CH:4]=1. Reported procedure: Compound 18-1 (2.00 g) was dissolved in methylene chloride (50 ml), triphenylphosphine (2.97 g) and N-bromosuccinimide (1.99 g) were added under ice-cooling, and the mixture was stirred under ice-cooling for 1 hr, and further at room temperature for 15 hr. The reaction mixture was washed with water and saturated brine, and dried over anhydrous magnesium sulfate. The solvent was evaporated under reduced pressure. Diethyl ether (100 ml) was added, and the precipitated triphenylphosphine oxide was ... The reactants are O=[N+]([O-])c1cccc(N(Cc2ccccc2)Cc2ccccc2)c1C1OCCO1, C1CCOC1, O=S(=O)(O)O. Product: O=Cc1c(N(Cc2ccccc2)Cc2ccccc2)cccc1[N+](=O)[O-]. RXN SMILES: [CH2:1]([c:2]1[cH:3][cH:4][cH:5][cH:6][cH:7]1)[N:8]([c:9]1[c:10]([CH:18]2[O:19][CH2:22][CH2:21][O:20]2)[c:11]([N+:15](=[O:16])[O-:17])[cH:12][cH:13][cH:14]1)[CH2:23][c:24]1[cH:25][cH:26][cH:27][cH:28][cH:29]1.[O:35]1[CH2:36][CH2:37][CH2:38][CH2:39]1.[S:30](=[O:31])(=[O:32])([OH:33])[OH:34]>>[CH2:1]([c:2]1[cH:3][cH:4][cH:5][cH:6][cH:7]1)[N:8]([c:9]1[c:10]([CH:18]=[O:19])[c:11]([N+:15](=[O:16])[O-:17])[cH:12][cH:13][cH:14]1)[CH2:23][c:24]1[cH:25][cH:26][cH:27][cH:28][cH:29]1.